Dataset: the Open Reaction Database (ORD), a public repository of structured organic reaction records. Task: describe an organic reaction: reactants, conditions, products, and yield Reactants: O=C(CBr)c1ccc(Br)cc1, C1N2CN3CN1CN(C2)C3, Cc1ccccc1, CCO. Product: NCC(=O)c1ccc(Br)cc1. RXN SMILES: [Br:1][CH2:2][C:3](=[O:4])[c:5]1[cH:6][cH:7][c:8]([Br:11])[cH:9][cH:10]1.[CH2:12]1[N:13]2[CH2:20][N:18]3[CH2:17][N:16]([CH2:15][N:14]1[CH2:19]3)[CH2:21]2.[CH3:22][c:23]1[cH:24][cH:25][cH:26][cH:27][cH:28]1.[CH3:29][CH2:30][OH:31]>>[CH2:2]([C:3](=[O:4])[c:5]1[cH:6][cH:7][c:8]([Br:11])[cH:9][cH:10]1)[NH2:13]. Isolated yield 43.1%. The product is C(C=C)OC(=O)N1[C@@H](C[C@@H](C1)SC=1[C@@H]([C@H]2N(C1C(=O)OCC=C)C([C@@H]2[C@@H](C)O)=O)C)C2CC(NN2C(=O)OCC=C)=O (allyl (1R,5S,6S)-2-[(2S,4S)-N-allyloxycarbonyl-2-(1-allyloxycarbonyl-3-pyrazolidinon-5-yl)pyrrolidin-4-ylthio]-6-[(R)-1-hydroxyethyl]-1-methyl-1-carbapen-2-em-3-carboxylate). The reactants are O(C1=CC=CC=C1)P(=O)(OC1=CC=CC=C1)OC=1[C@@H]([C@@H]2N(C1C(=O)OCC=C)C([C@@H]2[C@@H](C)O)=O)C (allyl (1R,5S,6S)-2-diphenoxyphosphoryloxy-6-[(R)-1-hydroxyethyl]-1-methyl-1-carbapen-2-em-3-carboxylate), C(C=C)OC(=O)N1[C@@H](C[C@@H](C1)S)C1CC(NN1C(=O)OCC=C)=O ((2S,4S)-N-allyloxycarbonyl-2-(1-allyloxycarbonyl-3-pyrazolidinon-5-yl)-4-mercaptopyrrolidine). As a reaction SMILES: O(P(O[C:18]1[C@H:19]([CH3:35])[C@H:20]2[C@@H:30]([C@H:31]([OH:33])[CH3:32])[C:29](=[O:34])[N:21]2[C:22]=1[C:23]([O:25][CH2:26][CH:27]=[CH2:28])=[O:24])(OC1C=CC=CC=1)=O)C1C=CC=CC=1.[CH2:36]([O:39][C:40]([N:42]1[CH2:46][C@@H:45]([SH:47])[CH2:44][C@H:43]1[CH:48]1[N:52]([C:53]([O:55][CH2:56][CH:57]=[CH2:58])=[O:54])[NH:51][C:50](=[O:59])[CH2:49]1)=[O:41])[CH:37]=[CH2:38]>>[CH2:36]([O:39][C:40]([N:42]1[CH2:46][C@@H:45]([S:47][C:18]2[C@H:19]([CH3:35])[C@@H:20]3[C@@H:30]([C@H:31]([OH:33])[CH3:32])[C:29](=[O:34])[N:21]3[C:22]=2[C:23]([O:25][CH2:26][CH:27]=[CH2:28])=[O:24])[CH2:44][C@H:43]1[CH:48]1[N:52]([C:53]([O:55][CH2:56][CH:57]=[CH2:58])=[O:54])[NH:51][C:50](=[O:59])[CH2:49]1)=[O:41])[CH:37]=[CH2:38]. Reported procedure: The same procedure as in Example 8-1 was carried by using allyl (1R,5S,6S)-2-diphenoxyphosphoryloxy-6-[(R)-1-hydroxyethyl]-1-methyl-1-carbapen-2-em-3-carboxylate (330 mg, 0.66 mmol) and (2S,4S)-N-allyloxycarbonyl-2-(1-allyloxycarbonyl-3-pyrazolidinon-5-yl)-4-mercaptopyrrolidine (234 mg, 0.66 mmol) to obtain allyl (1R,5S,6S)-2-[(2S,4S)-N-allyloxycarbonyl-2-(1-allyloxycarbonyl-3-pyrazolidinon-5-yl)pyrrolidin-4-ylthio]-6-[(R)-1-hydroxyethyl]-1-methyl-1-carbapen-2-em-3-carboxylate (172 mg, yield: 43...